From a dataset of the Open Reaction Database (ORD), a public repository of structured organic reaction records. describe an organic reaction: reactants, conditions, products, and yield The reactants are C(C)N=C=NCCCN(C)C (1-ethyl-3-(3-dimethylaminopropyl)carbodiimide), C(=C)C=1C=C(C=CC1)[C@@H](C)OC(=O)[C@H]1NN(CCC1)C([C@H](CC1=CC(=CC=C1)O[Si](C)(C)C(C)(C)C)NC([C@H](C(C)C)NC(=O)OC(C)(C)C)=O)=O ((S)-1-{(S)-2-((S)-2-tert-butoxycarbonylamino-3-methyl-butyrylamino)-3-[3-(tert-butyl-dimethyl-silanyloxy)-phenyl]-propionyl}-hexahydro-pyridazine-3-carboxylic acid (R)-1-(3-vinyl-phenyl)-ethyl ester), trimethylsilyl trimethanesulfonate, C(C)(C)N(C(C)C)CC (N,N-diisopropylethylamine), OC1=CC=CC=2NN=NC21 (hydroxybenzotriazole). The solvent is ClCCl (dichloromethane). Reaction conditions: temperature 0 celsius, time 1.5 hour. Product: C(=C)C=1C=C(C=CC1)[C@@H](C)OC(=O)[C@H]1NN(CCC1)C([C@H](CC1=CC(=CC=C1)O[Si](C)(C)C(C)(C)C)NC([C@H](C(C)C)NC(C[C@@H](CCC=C)OC)=O)=O)=O ((S)-1-{(S)-3-[3-(tert-Butyl-dimethyl-silanyloxy)-phenyl]-2-[(S)-2-((R)-3-methoxy-hept-6-enoylamino)-3-methyl-butyrylamino]-propionyl}-hexahydro-pyridazine-3-carboxylic acid (R)-1-(3-vinyl-phenyl)-ethyl ester). Yield: 31.7%. RXN SMILES: [CH:1]([C:3]1[CH:4]=[C:5]([C@H:9]([O:11][C:12]([C@@H:14]2[CH2:19][CH2:18][CH2:17][N:16]([C:20](=[O:52])[C@@H:21]([NH:37][C:38](=[O:51])[C@@H:39]([NH:43][C:44](OC(C)(C)C)=[O:45])[CH:40]([CH3:42])[CH3:41])[CH2:22][C:23]3[CH:28]=[CH:27][CH:26]=[C:25]([O:29][Si:30]([C:33]([CH3:36])([CH3:35])[CH3:34])([CH3:32])[CH3:31])[CH:24]=3)[NH:15]2)=[O:13])[CH3:10])[CH:6]=[CH:7][CH:8]=1)=[CH2:2].[CH:53](N(CC)C(C)C)(C)C.C(N=C=NCCCN(C)C)C.[OH:73][C:74]1[C:82]2N=NN[C:78]=2[CH:77]=[CH:76][CH:75]=1>ClCCl>[CH:8]([C:3]1[CH:4]=[C:5]([C@H:9]([O:11][C:12]([C@@H:14]2[CH2:19][CH2:18][CH2:17][N:16]([C:20](=[O:52])[C@@H:21]([NH:37][C:38](=[O:51])[C@@H:39]([NH:43][C:44](=[O:45])[CH2:75][C@H:74]([O:73][CH3:53])[CH2:82][CH2:78][CH:77]=[CH2:76])[CH:40]([CH3:42])[CH3:41])[CH2:22][C:23]3[CH:28]=[CH:27][CH:26]=[C:25]([O:29][Si:30]([C:33]([CH3:34])([CH3:35])[CH3:36])([CH3:31])[CH3:32])[CH:24]=3)[NH:15]2)=[O:13])[CH3:10])[CH:6]=[CH:2][CH:1]=1)=[CH2:7]. Procedure details: A stirred solution of (S)-1-{(S)-2-((S)-2-tert-butoxycarbonylamino-3-methyl-butyrylamino)-3-[3-(tert-butyl-dimethyl-silanyloxy)-phenyl]-propionyl}-hexahydro-pyridazine-3-carboxylic acid (R)-1-(3-vinyl-phenyl)-ethyl ester (367 mg, 0.50 mmol) in anhydrous dichloromethane (10 mL) was cooled to 0° C. then treated with trimethylsilyl trimethanesulfonate (135 μL, 2.0 mmol). The reaction mixture was stirred at 0° C. for 1.5 hours, then N,N-diisopropylethylamine (350 μL, 2.0 mmol) was added and the mixt... Reactants: C1(=C(C=CC=C1)P(C1=C(C=CC=C1)C)C1=C(C=CC=C1)C)C (tri-o-tolylphosphine), C1=CC=C(C=2OC3=C(C21)C=CC=C3)B(O)O (4-dibenzofuranboronic acid), BrC1=CC=C(C=C1)N1C=2C=CC=CC2C2=CC=CC=C2C1=O (5-(4-bromophenyl)-5H-phenanthridin-6-one), P(=O)([O-])([O-])[O-].[K+].[K+].[K+] (tripotassium phosphate). Reagents/catalysts: C(C)(=O)[O-].[Pd+2].C(C)(=O)[O-] (palladium(II) acetate). Run in O1CCOCC1 (dioxane), O (water). Yields the product C1=CC=C(C=2OC3=C(C21)C=CC=C3)C3=CC=C(C=C3)N3C=2C=CC=CC2C2=CC=CC=C2C3=O (5-(4-Dibenzofuran-4-ylphenyl)-5H-phenanthridin-6-one). RXN SMILES: [CH:1]1[C:9]2[C:8]3[CH:10]=[CH:11][CH:12]=[CH:13][C:7]=3[O:6][C:5]=2[C:4](B(O)O)=[CH:3][CH:2]=1.Br[C:18]1[CH:23]=[CH:22][C:21]([N:24]2[C:37](=[O:38])[C:36]3[C:31](=[CH:32][CH:33]=[CH:34][CH:35]=3)[C:30]3[CH:29]=[CH:28][CH:27]=[CH:26][C:25]2=3)=[CH:20][CH:19]=1.P([O-])([O-])([O-])=O.[K+].[K+].[K+].C1(C)C=CC=CC=1P(C1C=CC=CC=1C)C1C=CC=CC=1C>C([O-])(=O)C.[Pd+2].C([O-])(=O)C.O.O1CCOCC1>[CH:1]1[C:9]2[C:8]3[CH:10]=[CH:11][CH:12]=[CH:13][C:7]=3[O:6][C:5]=2[C:4]([C:18]2[CH:23]=[CH:22][C:21]([N:24]3[C:37](=[O:38])[C:36]4[C:31](=[CH:32][CH:33]=[CH:34][CH:35]=4)[C:30]4[CH:29]=[CH:28][CH:27]=[CH:26][C:25]3=4)=[CH:20][CH:19]=2)=[CH:3][CH:2]=1 |f:2.3.4.5,7.8.9|. Procedure: 23 g (110.0 mmol) of 4-dibenzofuranboronic acid, 38 g (110 0 mmol) of 5-(4-bromophenyl)-5H-phenanthridin-6-one and 44.6 g (210.0 mmol) of tripotassium phosphate are suspended in 500 ml of toulene, 500 ml of dioxane and 500 ml of water. 913 mg (3.0 mmol) of tri-o-tolylphosphine and then 112 mg (0.5 mmol) of palladium(II) acetate are added to this suspension, and the reaction mixture is heated under reflux for 16 h. After cooling, the organic phase is separated off, filtered through silica gel, wa... Reactants: CCOC(=O)CN=Cc1ccc(OC)c(OC)c1, C1CCOC1, COc1ccc(C(C#N)(CCCI)C(C)C)cc1OC, CN(C)P(=O)(N(C)C)N(C)C. Yields the product CCOC(=O)C(CCCC(C#N)(c1ccc(OC)c(OC)c1)C(C)C)N=Cc1ccc(OC)c(OC)c1. As a reaction SMILES: [C:1](=[O:2])([O:3][CH2:4][CH3:5])[CH2:6][N:7]=[CH:8][c:9]1[cH:10][c:11]([O:17][CH3:18])[c:12]([O:15][CH3:16])[cH:13][cH:14]1.[CH2:39]1[O:40][CH2:41][CH2:42][CH2:43]1.[CH3:19][O:20][c:21]1[cH:22][c:23]([C:29]([C:30]#[N:31])([CH2:32][CH2:33][CH2:34][I:35])[CH:36]([CH3:37])[CH3:38])[cH:24][cH:25][c:26]1[O:27][CH3:28].[CH3:44][N:45]([CH3:46])[P:47]([N:48]([CH3:49])[CH3:50])([N:51]([CH3:52])[CH3:53])=[O:54]>>[C:1](=[O:2])([O:3][CH2:4][CH3:5])[CH:6]([N:7]=[CH:8][c:9]1[cH:10][c:11]([O:17][CH3:18])[c:12]([O:15][CH3:16])[cH:13][cH:14]1)[CH2:34][CH2:33][CH2:32][C:29]([c:23]1[cH:22][c:21]([O:20][CH3:19])[c:26]([O:27][CH3:28])[cH:25][cH:24]1)([C:30]#[N:31])[CH:36]([CH3:37])[CH3:38]. The reactants are CCOC(=O)c1ccc(C=Cc2ccc(OCOC)c(OCOC)c2)cc1, CO, [Na+], [OH-]. Product: COCOc1ccc(C=Cc2ccc(C(=O)O)cc2)cc1OCOC. As a reaction SMILES: [CH2:1]([CH3:2])[O:3][C:4]([c:5]1[cH:6][cH:7][c:8]([CH:11]=[CH:12][c:13]2[cH:14][c:15]([O:23][CH2:24][O:25][CH3:26])[c:16]([O:19][CH2:20][O:21][CH3:22])[cH:17][cH:18]2)[cH:9][cH:10]1)=[O:27].[CH3:30][OH:31].[Na+:29].[OH-:28]>>[O:3]=[C:4]([c:5]1[cH:6][cH:7][c:8]([CH:11]=[CH:12][c:13]2[cH:14][c:15]([O:23][CH2:24][O:25][CH3:26])[c:16]([O:19][CH2:20][O:21][CH3:22])[cH:17][cH:18]2)[cH:9][cH:10]1)[OH:27]. Reactants: C1CCOC1, COC(=O)c1nn(CCCN=[N+]=[N-])c(C(=O)OC)c1OCc1ccccc1, O, c1ccc(P(c2ccccc2)c2ccccc2)cc1. The product is COC(=O)c1nn2c(c1OCc1ccccc1)C(=O)NCCC2. Reaction SMILES: [CH2:48]1[O:49][CH2:50][CH2:51][CH2:52]1.[N:1]([CH2:4][CH2:5][CH2:6][n:7]1[n:8][c:9]([C:24](=[O:25])[O:26][CH3:27])[c:10]([O:16][CH2:17][c:18]2[cH:19][cH:20][cH:21][cH:22][cH:23]2)[c:11]1[C:12]([O:2][CH3:3])=[O:13])=[N+:14]=[N-:15].[OH2:47].[c:28]1([P:29]([c:30]2[cH:31][cH:32][cH:33][cH:34][cH:35]2)[c:36]2[cH:37][cH:38][cH:39][cH:40][cH:41]2)[cH:42][cH:43][cH:44][cH:45][cH:46]1>>[NH:1]1[CH2:4][CH2:5][CH2:6][n:7]2[n:8][c:9]([C:24](=[O:25])[O:26][CH3:27])[c:10]([O:16][CH2:17][c:18]3[cH:19][cH:20][cH:21][cH:22][cH:23]3)[c:11]2[C:12]1=[O:13]. Starting materials: S1C=C(C=C1)C(=O)O (3-thiophene carboxylic acid), S(O)(O)(=O)=O (sulphuric acid), CO (methanol). Product: COC(=O)C1=CSC=C1 (3-thiophene carboxylic acid methyl ester). Yield: 81.0%. Reaction SMILES: [S:1]1[CH:5]=[CH:4][C:3]([C:6]([OH:8])=[O:7])=[CH:2]1.S(=O)(=O)(O)O.[CH3:14]O>>[CH3:14][O:7][C:6]([C:3]1[CH:4]=[CH:5][S:1][CH:2]=1)=[O:8]. Procedure details: To a solution of 3-thiophene carboxylic acid (2.0 g, 15.60 mmol) in methanol (30 ml) was added a catalytic amount of sulphuric acid (0.5 ml) and the reaction mixture was heated to reflux for 2 hr. The solvent was removed under reduced pressure and the residue was poured into ice-cold water and extracted with ethyl acetate. The organic layer was washed with water, concentrated and dried to give 3-thiophene carboxylic acid methyl ester (1.8 g, 81%). Starting materials: Mg, [NH4+].[Cl-] (NH4Cl), O(C1=CC=CC=C1)C=1C=C(C=CC1)N1C=C(C=C1)C=O (1-(3-phenoxyphenyl)pyrrole-3-aldehyde). Run in CCOCC (ether). Reaction conditions: time 1 hour. Product: Grignard reagent, OC(CCCCC)C1=CN(C=C1)C1=CC(=CC=C1)OC1=CC=CC=C1 (3-(1-Hydroxyhexyl)-1-(3-phenoxyphenyl)pyrrole). Isolated yield 74.1%. RXN SMILES: [O:1]([C:8]1[CH:9]=[C:10]([N:14]2[CH:18]=[CH:17][C:16]([CH:19]=[O:20])=[CH:15]2)[CH:11]=[CH:12][CH:13]=1)[C:2]1[CH:7]=[CH:6][CH:5]=[CH:4][CH:3]=1.[NH4+].[Cl-]>CCOCC>[OH:20][CH:19]([C:16]1[CH:17]=[CH:18][N:14]([C:10]2[CH:11]=[CH:12][CH:13]=[C:8]([O:1][C:2]3[CH:7]=[CH:6][CH:5]=[CH:4][CH:3]=3)[CH:9]=2)[CH:15]=1)[CH2:4][CH2:3][CH2:2][CH2:7][CH3:6] |f:1.2|. Procedure: Grignard reagent was prepared (from 0.5 g of Mg) as described in Example 3. Then 1.8 g of 1-(3-phenoxyphenyl)pyrrole-3-aldehyde in 15 mL of ether was added. The reaction was stirred for 1 h and then poured into 300 mL of 1 N NH4Cl solution. The product was extracted with ether and the combined organic solution was washed with H2O, dried and evaporated to dryness. The crude product was purified by dry column chromatography to give 0.85 g of desired product as an oil. Starting materials: O1CCCC1.N(=NC(=O)OC(C)C)C(=O)OC(C)C (diisopropyl azodicarboxylate tetrahydrofuran), IC1=NNC2=NC=NC(=C21)N (3-iodo-1H-pyrazolo[3,4-d]pyrimidin-4-amine), O[C@@H]1CN(CCC1)C(=O)OC(C)(C)C ((S)-tert-butyl 3-hydroxypiperidine-1-carboxylate), C1(=CC=CC=C1)P(C1=CC=CC=C1)C1=CC=CC=C1 (triphenylphosphine). The solvent is O1CCCC1 (tetrahydrofuran). Run at time 12 hour. Product: NC1=C2C(=NC=N1)N(N=C2I)[C@H]2CN(CCC2)C(=O)OC(C)(C)C ((R)-tert-butyl 3-(4-amino-3-iodo-1H-pyrazolo[3,4-d]pyrimidin-1-yl)piperidine-1-carboxylate). Isolated yield 29.9%. Reaction SMILES: [I:1][C:2]1[C:10]2[C:5](=[N:6][CH:7]=[N:8][C:9]=2[NH2:11])[NH:4][N:3]=1.O[C@H:13]1[CH2:18][CH2:17][CH2:16][N:15]([C:19]([O:21][C:22]([CH3:25])([CH3:24])[CH3:23])=[O:20])[CH2:14]1.C1(P(C2C=CC=CC=2)C2C=CC=CC=2)C=CC=CC=1.O1CCCC1.N(C(OC(C)C)=O)=NC(OC(C)C)=O>O1CCCC1>[NH2:11][C:9]1[N:8]=[CH:7][N:6]=[C:5]2[N:4]([C@@H:17]3[CH2:18][CH2:13][CH2:14][N:15]([C:19]([O:21][C:22]([CH3:25])([CH3:24])[CH3:23])=[O:20])[CH2:16]3)[N:3]=[C:2]([I:1])[C:10]=12 |f:3.4|. Procedure details: To a stirred mixture of 3-iodo-1H-pyrazolo[3,4-d]pyrimidin-4-amine (5.9 g, 22.6 mmol, 1.00 equiv), (S)-tert-butyl 3-hydroxypiperidine-1-carboxylate (10 g, 50 mmol, 2.2 equiv) and triphenylphosphine (11.8 g, 45 mmol, 2.0 equiv) in tetrahydrofuran (300 mL) at 10° C. was added a solution of diisopropyl azodicarboxylate tetrahydrofuran (30 mL) dropwise in 30 min. The resulting mixture was stirred at room temperature for 12 h and then concentrated under vacuum. The residue was purified on a silica ge... The reactants are C1(=CC=CC=C1)C (toluene), C(C)(C)(C)OC(=O)N1CCN(CC1)C1=NC=C(C2=C1N(C(N2CC2=C(C=CC=C2)C#N)=O)CC2=CC=CC=C2)OC2=C(C=CC=C2)C(N)=O (4-[3-Benzyl-7-(2-carbamoylphenoxy)-1-(2-cyanobenzyl)-2-oxo-2,3-dihydro-1H-imidazo[4.5-c]pyridin-4-yl]-piperazine-1-carboxylic acid t-butyl ester), FC(C(=O)O)(F)F (trifluoroacetic acid). The solvent is ClCCl (dichloromethane). Run at time 2 hour. Yields the product FC(C(=O)O)(F)F.C(C1=CC=CC=C1)N1C(N(C2=C1C(=NC=C2OC2=C(C(=O)N)C=CC=C2)N2CCNCC2)CC2=C(C=CC=C2)C#N)=O (2-[3-Benzyl-1-(2-cyanobenzyl)-2-oxo-4-piperazin-1-yl-2,3-dihydro-1H-imidazo[4.5-c]pyridin-7-yloxy]-benzamide trifluoroacetic acid salt). As a reaction SMILES: C(OC([N:8]1[CH2:13][CH2:12][N:11]([C:14]2[C:19]3[N:20]([CH2:33][C:34]4[CH:39]=[CH:38][CH:37]=[CH:36][CH:35]=4)[C:21](=[O:32])[N:22]([CH2:23][C:24]4[CH:29]=[CH:28][CH:27]=[CH:26][C:25]=4[C:30]#[N:31])[C:18]=3[C:17]([O:40][C:41]3[CH:46]=[CH:45][CH:44]=[CH:43][C:42]=3[C:47](=[O:49])[NH2:48])=[CH:16][N:15]=2)[CH2:10][CH2:9]1)=O)(C)(C)C.C1(C)C=CC=CC=1.[F:57][C:58]([F:63])([F:62])[C:59]([OH:61])=[O:60]>ClCCl>[F:57][C:58]([F:63])([F:62])[C:59]([OH:61])=[O:60].[CH2:33]([N:20]1[C:19]2[C:14]([N:11]3[CH2:10][CH2:9][NH:8][CH2:13][CH2:12]3)=[N:15][CH:16]=[C:17]([O:40][C:41]3[CH:46]=[CH:45][CH:44]=[CH:43][C:42]=3[C:47]([NH2:48])=[O:49])[C:18]=2[N:22]([CH2:23][C:24]2[CH:29]=[CH:28][CH:27]=[CH:26][C:25]=2[C:30]#[N:31])[C:21]1=[O:32])[C:34]1[CH:39]=[CH:38][CH:37]=[CH:36][CH:35]=1 |f:4.5|. Procedure details: 4-[3-Benzyl-7-(2-carbamoylphenoxy)-1-(2-cyanobenzyl)-2-oxo-2,3-dihydro-1H-imidazo[4.5-c]pyridin-4-yl]-piperazine-1-carboxylic acid t-butyl ester (0.023 g) was dissolved in dichloromethane and trifluoroacetic acid (1 mL). After stirring this at room temperature for two hours, then toluene (5 mL) was added, and this was concentrated under reduced pressure. The residue was purified by reverse phase high performance liquid chromatography to give the title compound (0.016 g).